This data is from the Open Reaction Database (ORD), a public repository of structured organic reaction records. The task is: describe an organic reaction: reactants, conditions, products, and yield Reactants: C([O-])([O-])=O.[Li+].[Li+] (lithium carbonate), C[C@@H]1NCC[C@@]1(O)CCC ((2S,3S)-2-methyl-3-propylpyrrolidin-3-ol), ClC1=C(C#N)C=CC(=C1)F (2-chloro-4-fluorobenzonitrile). Yields the product ClC1=C(C#N)C=CC(=C1)N1[C@H]([C@@](CC1)(C)O)C (2-chloro-4-[(2S,3S)-3-hydroxy-2,3-dimethylpyrrolidin-1-yl]benzonitrile), solid. The yield is 72.0%. RXN SMILES: [CH3:1][C@H:2]1[C@@:6]([CH2:8]CC)([OH:7])[CH2:5][CH2:4][NH:3]1.[Cl:11][C:12]1[CH:19]=[C:18](F)[CH:17]=[CH:16][C:13]=1[C:14]#[N:15].C(=O)([O-])[O-].[Li+].[Li+]>>[Cl:11][C:12]1[CH:19]=[C:18]([N:3]2[CH2:4][CH2:5][C@@:6]([OH:7])([CH3:8])[C@@H:2]2[CH3:1])[CH:17]=[CH:16][C:13]=1[C:14]#[N:15] |f:2.3.4|. Reported procedure: By an operation in the same manner as in Example 1 and using (2S,3S)-2,3-dimethylpyrrolidin-3-ol 0.5 oxalate (1.50 g), 2-chloro-4-fluorobenzonitrile (3.04 g) and lithium carbonate (1.04 g), the title compound was obtained as a colorless solid (yield: 1.70 g, yield: 72%). Starting materials: CCOC(=O)C1=C(c2ccccc2)c2ccc(OCCN3CCOCC3)cc2C1=O, C1CCOC1, Cl[Mg]c1ccccc1. Product: CCOC(=O)C1=C(c2ccccc2)c2ccc(OCCN3CCOCC3)cc2C1(O)c1ccccc1. RXN SMILES: [CH2:1]([CH3:2])[O:3][C:4](=[O:5])[C:6]1=[C:14]([c:15]2[cH:16][cH:17][cH:18][cH:19][cH:20]2)[c:13]2[c:8]([cH:9][c:10]([O:21][CH2:22][CH2:23][N:24]3[CH2:25][CH2:26][O:27][CH2:28][CH2:29]3)[cH:11][cH:12]2)[C:7]1=[O:30].[CH2:39]1[O:40][CH2:41][CH2:42][CH2:43]1.[Cl:31][Mg:32][c:33]1[cH:34][cH:35][cH:36][cH:37][cH:38]1>>[CH2:1]([CH3:2])[O:3][C:4](=[O:5])[C:6]1=[C:14]([c:15]2[cH:16][cH:17][cH:18][cH:19][cH:20]2)[c:13]2[c:8]([cH:9][c:10]([O:21][CH2:22][CH2:23][N:24]3[CH2:25][CH2:26][O:27][CH2:28][CH2:29]3)[cH:11][cH:12]2)[C:7]1([OH:30])[c:33]1[cH:34][cH:35][cH:36][cH:37][cH:38]1. Starting materials: ClC1=CC(=C(C(=O)O)C=C1)O (4-chloro-2-hydroxybenzoic acid), CCOCC (ether), CCOCC (ether). The solvent is [N+](=[N-])=C (diazomethane). Product: ClC1=CC(=C(C(=O)OC)C=C1)O (Methyl 4-chloro-2-hydroxybenzoate). Reaction SMILES: [Cl:1][C:2]1[CH:10]=[CH:9][C:5]([C:6]([OH:8])=[O:7])=[C:4]([OH:11])[CH:3]=1.[CH3:12]COCC>[N+](=C)=[N-]>[Cl:1][C:2]1[CH:10]=[CH:9][C:5]([C:6]([O:8][CH3:12])=[O:7])=[C:4]([OH:11])[CH:3]=1. Reported procedure: To a solution of 4-chloro-2-hydroxybenzoic acid (5.0 g) in ether (50 ml), diazomethane in ether was added until the reaction was terminated at 0° C. The reaction mixture was concentrated under the reduced pressure. The residue was purified on silica gel column chromatography (hexane:AcOEt=4:1) to give the title compound (5.4 g) having the following physical data. Solvent: O1CCOCC1 (1,4-dioxane). Reported procedure: A 250-mL single-neck round-bottomed flask equipped with a magnetic stirrer and a reflux condenser was charged with 1,4-dioxane (100 mL), 5-bromo-2-nitropyridine (2.5 g, 12.4 mmol), tert-butyl 3,8-diazabicyclo[3.2.1]octane-3-carboxylate(869 g, 4.1 mmol), Pd2(dba)3 (193 mg, 0.21 mmol), XantPhos (237 mg, 0.41 mmol), and cesium carbonate (2.7 g, 8.2 mmol). After three cycles of vacuum/argon flush, the mixture was stirred at 110° C. overnight. The reaction was cooled to room temperature. It was then ... RXN SMILES: Br[C:2]1[CH:3]=[CH:4][C:5]([N+:8]([O-:10])=[O:9])=[N:6][CH:7]=1.[CH:11]12[NH:18][CH:15]([CH2:16][CH2:17]1)[CH2:14][N:13]([C:19]([O:21][C:22]([CH3:25])([CH3:24])[CH3:23])=[O:20])[CH2:12]2.C(=O)([O-])[O-].[Cs+].[Cs+]>C1C=CC(/C=C/C(/C=C/C2C=CC=CC=2)=O)=CC=1.C1C=CC(/C=C/C(/C=C/C2C=CC=CC=2)=O)=CC=1.C1C=CC(/C=C/C(/C=C/C2C=CC=CC=2)=O)=CC=1.[Pd].[Pd].CC1(C)C2C(=C(P(C3C=CC=CC=3)C3C=CC=CC=3)C=CC=2)OC2C(P(C3C=CC=CC=3)C3C=CC=CC=3)=CC=CC1=2.O1CCOCC1>[N+:8]([C:5]1[N:6]=[CH:7][C:2]([N:18]2[CH:11]3[CH2:17][CH2:16][CH:15]2[CH2:14][N:13]([C:19]([O:21][C:22]([CH3:25])([CH3:24])[CH3:23])=[O:20])[CH2:12]3)=[CH:3][CH:4]=1)([O-:10])=[O:9] |f:2.3.4,5.6.7.8.9|. Product: [N+](=O)([O-])C1=CC=C(C=N1)N1C2CN(CC1CC2)C(=O)OC(C)(C)C (tert-Butyl 8-(6-Nitropyridin-3-yl)-3,8-diazabicyclo[3.2.1]octane-3-carboxylate). Run at temperature 110 celsius, time 8 hour. Yield: 191.8%. Starting materials: BrC=1C=CC(=NC1)[N+](=O)[O-] (5-bromo-2-nitropyridine), C12CN(CC(CC1)N2)C(=O)OC(C)(C)C (tert-butyl 3,8-diazabicyclo[3.2.1]octane-3-carboxylate), C([O-])([O-])=O.[Cs+].[Cs+] (cesium carbonate). Reagents/catalysts: C=1C=CC(=CC1)/C=C/C(=O)/C=C/C2=CC=CC=C2.C=1C=CC(=CC1)/C=C/C(=O)/C=C/C2=CC=CC=C2.C=1C=CC(=CC1)/C=C/C(=O)/C=C/C2=CC=CC=C2.[Pd].[Pd] (Pd2(dba)3), CC1(C2=C(C(=CC=C2)P(C3=CC=CC=C3)C4=CC=CC=C4)OC5=C(C=CC=C51)P(C6=CC=CC=C6)C7=CC=CC=C7)C (XantPhos). The reactants are NC1=NC(=NC=2N1N=C(N2)C=2OC=CC2)S(=O)(=O)C (7-amino-2-(2-furyl)-5-methylsulphonyl-[1,2,4]triazolo[1,5-a][1,3,5]triazine), C1CCC2=NCCCN2CC1 (DBU), C(C)O (ethanol). Product: NC1=NC(=NC=2N1N=C(N2)C=2OC=CC2)OCC (7-amino-5-ethoxy-2-(2-furyl)-[1,2,4]triazolo[1,5-a][1,3,5]triazine). RXN SMILES: [NH2:1][C:2]1[N:7]2[N:8]=[C:9]([C:11]3[O:12][CH:13]=[CH:14][CH:15]=3)[N:10]=[C:6]2[N:5]=[C:4](S(C)(=O)=O)[N:3]=1.C1CCN2C(=NCCC2)CC1.[CH2:31]([OH:33])[CH3:32]>>[NH2:1][C:2]1[N:7]2[N:8]=[C:9]([C:11]3[O:12][CH:13]=[CH:14][CH:15]=3)[N:10]=[C:6]2[N:5]=[C:4]([O:33][CH2:31][CH3:32])[N:3]=1. Procedure details: A solution of 7-amino-2-(2-furyl)-5-methylsulphonyl-[1,2,4]triazolo[1,5-a][1,3,5]triazine (1.6 g) in ethanol (40 ml) containing DBU (1.0 ml) was heated under reflux until no starting material remained by TLC analysis. The solvent was removed by evaporation and the residue purified by chromatography on silica using 5-10% v/v ethyl acetate in dichloromethane as eluant, followed by crystallisation from ethanol to give 7-amino-5-ethoxy-2-(2-furyl)-[1,2,4]triazolo[1,5-a][1,3,5]triazine as hygroscopic... Starting materials: ClC1=CC=C(C=C1)OC1=CC=C(OC[C@H]2N(CCC2)CCCC(=O)O)C=C1 (4-{(S)-2-[4-(4-chloro-phenyoxy)-phenoxymethyl]-pyrrolidin-1-yl}-butyric acid), C1(=CC=CC=C1)S(=O)(=O)O (benzenesulfonic acid). The solvent is CCOCC (ether), CCOCC (ether). Conditions: time 2 hour. The product is C1(=CC=CC=C1)S(=O)(=O)O.ClC1=CC=C(C=C1)OC1=CC=C(OC[C@H]2N(CCC2)CCCC(=O)O)C=C1 (4-{(S)-2-[4-(4-chloro-phenyoxy)-phenoxymethyl]-pyrrolidin-1-yl}-butyric acid phenylsulfonic acid salt). Yield: 84.7%. RXN SMILES: [Cl:1][C:2]1[CH:7]=[CH:6][C:5]([O:8][C:9]2[CH:27]=[CH:26][C:12]([O:13][CH2:14][C@@H:15]3[CH2:19][CH2:18][CH2:17][N:16]3[CH2:20][CH2:21][CH2:22][C:23]([OH:25])=[O:24])=[CH:11][CH:10]=2)=[CH:4][CH:3]=1.[C:28]1([S:34]([OH:37])(=[O:36])=[O:35])[CH:33]=[CH:32][CH:31]=[CH:30][CH:29]=1>CCOCC>[C:28]1([S:34]([OH:37])(=[O:36])=[O:35])[CH:33]=[CH:32][CH:31]=[CH:30][CH:29]=1.[Cl:1][C:2]1[CH:3]=[CH:4][C:5]([O:8][C:9]2[CH:27]=[CH:26][C:12]([O:13][CH2:14][C@@H:15]3[CH2:19][CH2:18][CH2:17][N:16]3[CH2:20][CH2:21][CH2:22][C:23]([OH:25])=[O:24])=[CH:11][CH:10]=2)=[CH:6][CH:7]=1 |f:3.4|. Procedure: 500 mg of 4-{(S)-2-[4-(4-chloro-phenyoxy)-phenoxymethyl]-pyrrolidin-1-yl}-butyric acid was dissolved in ether (120 ml). To the solution was added dropwise the solution of benzenesulfonic acid (240 mg, 1.2 eq.) in ether (4 ml). The mixture was stirred at rt for 2 h. Ether was removed to about 50 ml. The white solid was collected by filtration and washed with ether and dried on a vacuum line at 70° C. over weekend to provide the title product (595 mg, 63%); 1H NMR (400 MHz, DMSO-d6) δ 1.80˜2.05 (m... Reactants: CC(C)(C)[Si](Cl)(c1ccccc1)c1ccccc1, CCOCC, O=[N+]([O-])c1ccc(CO)cc1, CN(C)C=O, c1c[nH]cn1. Yields the product CC(C)(C)[Si](OCc1ccc([N+](=O)[O-])cc1)(c1ccccc1)c1ccccc1. RXN SMILES: [C:17]([CH3:18])([CH3:19])([CH3:20])[Si:21]([Cl:22])([c:23]1[cH:24][cH:25][cH:26][cH:27][cH:28]1)[c:29]1[cH:30][cH:31][cH:32][cH:33][cH:34]1.[CH3:40][CH2:41][O:42][CH2:43][CH3:44].[N+:1](=[O:2])([O-:3])[c:4]1[cH:5][cH:6][c:7]([CH2:8][OH:9])[cH:10][cH:11]1.[O:35]=[CH:36][N:37]([CH3:38])[CH3:39].[nH:12]1[cH:13][cH:14][n:15][cH:16]1>>[N+:1](=[O:2])([O-:3])[c:4]1[cH:5][cH:6][c:7]([CH2:8][O:9][Si:21]([C:17]([CH3:18])([CH3:19])[CH3:20])([c:23]2[cH:24][cH:25][cH:26][cH:27][cH:28]2)[c:29]2[cH:30][cH:31][cH:32][cH:33][cH:34]2)[cH:10][cH:11]1. Reactants: C1(=CC=CC=C1)NCCCCCC(=O)OC (methyl 6-(phenylamino)hexanoate), C([O-])([O-])=O.[K+].[K+] (potassium carbonate), S(=O)(=O)([O-])[O-].[Na+].[Na+] (sodium sulfate), BrCC(CC)CCCC (3-(bromomethyl)heptane). The solvent is CN(C=O)C (dimethylformamide), C(C)(=O)OCC (ethyl acetate), O (water). Conditions: temperature 100 celsius. Yields the product C(C)C(CN(CCCCCC(=O)OC)C1=CC=CC=C1)CCCC (methyl 6-((2-ethylhexyl)(phenyl)amino)hexanoate). Yield: 53069.5%. As a reaction SMILES: [C:1]1([NH:7][CH2:8][CH2:9][CH2:10][CH2:11][CH2:12][C:13]([O:15][CH3:16])=[O:14])[CH:6]=[CH:5][CH:4]=[CH:3][CH:2]=1.C(=O)([O-])[O-].[K+].[K+].Br[CH2:24][CH:25]([CH2:28][CH2:29][CH2:30][CH3:31])[CH2:26][CH3:27].S([O-])([O-])(=O)=O.[Na+].[Na+]>C(OCC)(=O)C.O.CN(C)C=O>[CH2:26]([CH:25]([CH2:28][CH2:29][CH2:30][CH3:31])[CH2:24][N:7]([C:1]1[CH:6]=[CH:5][CH:4]=[CH:3][CH:2]=1)[CH2:8][CH2:9][CH2:10][CH2:11][CH2:12][C:13]([O:15][CH3:16])=[O:14])[CH3:27] |f:1.2.3,5.6.7|. Reported procedure: In a three-neck flask, methyl 6-(phenylamino)hexanoate (25.0 g, 0.113 mmol) and potassium carbonate (25.0 g, 0.169 mol) were added to dimethylformamide (100 ml) and stirred. The mixture was heated to 100° C., added with 3-(bromomethyl)heptane (26.2 g, 0.135 mol), and allowed to react with stirring for 12 hours. The reaction product was transferred into a separate funnel, and was then added with water and ethyl acetate, after which the organic layer was isolated therefrom, dehydrated using sodium...